This data is from the Open Reaction Database (ORD), a public repository of structured organic reaction records. The task is: describe an organic reaction: reactants, conditions, products, and yield Reactants: BrCC=1C=CC2=C(C(=C(O2)[N+](=O)[O-])C2=CC=CC=C2)C1 (5-bromomethyl-2-nitro-3-phenylbenzofuran), Cl (hydrochloric acid), CN1CCNCC1 (N-methylpiperazine), O (water). Solvent: C(C)O (ethanol), C(C)(C)O (isopropanol), C(C)O (ethanol), C(C)OCC (diethyl ether). The product is O.O.Cl.Cl.CN1CCN(CC1)CC=1C=CC2=C(C(=C(O2)[N+](=O)[O-])C2=CC=CC=C2)C1 (1-methyl-4-(2-nitro-3-phenyl-5-benzofuranylmethyl)piperazine dihydrochloride dihydrate). As a reaction SMILES: Br[CH2:2][C:3]1[CH:4]=[CH:5][C:6]2[O:10][C:9]([N+:11]([O-:13])=[O:12])=[C:8]([C:14]3[CH:19]=[CH:18][CH:17]=[CH:16][CH:15]=3)[C:7]=2[CH:20]=1.[CH3:21][N:22]1[CH2:27][CH2:26][NH:25][CH2:24][CH2:23]1.[ClH:28].[OH2:29]>C(OCC)C.C(O)(C)C.C(O)C>[OH2:10].[OH2:29].[ClH:28].[ClH:28].[CH3:21][N:22]1[CH2:27][CH2:26][N:25]([CH2:2][C:3]2[CH:4]=[CH:5][C:6]3[O:10][C:9]([N+:11]([O-:13])=[O:12])=[C:8]([C:14]4[CH:19]=[CH:18][CH:17]=[CH:16][CH:15]=4)[C:7]=3[CH:20]=2)[CH2:24][CH2:23]1 |f:7.8.9.10.11|. Procedure details: A stirred mixture of 5 g. (0.015 mole) of 5-bromomethyl-2-nitro-3-phenylbenzofuran and 7.5 g. (0.075 mole) of N-methylpiperazine in 15 ml. of ethanol is heated at 45° C. for 1 hour. The reaction mixture is evaporated to provide a residue which is extracted with diethyl ether. The ether extracts are washed with water and with a saturated sodium chloride solution and dried. Evaporation of the ether solution provides a yellow oil which is dissolved in diethyl ether and treated while stirring with a... Starting materials: [Br-], [Br-], CC(C)(C)[Si](C)(C)Oc1cccc(Br)c1, O=Cc1cc(Br)cs1, CCCCCC, ClCCl, [Mg+2], C1CCOC1. The product is CC(C)(C)[Si](C)(C)Oc1cccc(C(O)c2cc(Br)cs2)c1. RXN SMILES: [Br-:22].[Br-:24].[Br:1][c:2]1[cH:3][c:4]([O:5][Si:6]([CH3:7])([CH3:8])[C:9]([CH3:10])([CH3:11])[CH3:12])[cH:13][cH:14][cH:15]1.[Br:25][c:26]1[cH:27][c:28]([CH:31]=[O:32])[s:29][cH:30]1.[CH3:16][CH2:17][CH2:18][CH2:19][CH2:20][CH3:21].[Cl:38][CH2:39][Cl:40].[Mg+2:23].[O:33]1[CH2:34][CH2:35][CH2:36][CH2:37]1>>[c:2]1([CH:31]([c:28]2[cH:27][c:26]([Br:25])[cH:30][s:29]2)[OH:32])[cH:3][c:4]([O:5][Si:6]([CH3:7])([CH3:8])[C:9]([CH3:10])([CH3:11])[CH3:12])[cH:13][cH:14][cH:15]1. The reactants are ClC1=NC(=CC(=N1)Cl)C (2,4-dichloro-6-methylpyrimidine), N1CCOCC1 (morpholine), C(C)(C)N(C(C)C)CC (N,N-diisopropylethylamine). The solvent is C(C)O (ethanol). Run at temperature 25 celsius, time 24 hour. Yields the product ClC1=NC(=CC(=N1)N1CCOCC1)C (2-chloro-4-morpholino-6-methylpyrimidine). Yield: 72.5%. RXN SMILES: [Cl:1][C:2]1[N:7]=[C:6](Cl)[CH:5]=[C:4]([CH3:9])[N:3]=1.[NH:10]1[CH2:15][CH2:14][O:13][CH2:12][CH2:11]1.C(N(CC)C(C)C)(C)C>C(O)C>[Cl:1][C:2]1[N:7]=[C:6]([N:10]2[CH2:15][CH2:14][O:13][CH2:12][CH2:11]2)[CH:5]=[C:4]([CH3:9])[N:3]=1. Procedure details: Part A: A mixture of 2,4-dichloro-6-methylpyrimidine (4 g, 24.54 mmoles), morpholine (2.14 mL, 24.54 mmoles) and N,N-diisopropylethylamine (4.52 mL) in ethanol (60 mL) was stirred at 0° C. for 3 hours, 25° C. for 24 hours, followed by reflux for 1 hour. The solvent was removed under vacuum and the residue was partitioned between ethyl acetate (200 mL) and aq. sodium hydroxide (1 M, 50 mL). The organic layer was washed with water and brine and dried and concentrated in vacuo. The residue was recr... The reactants are O=C(NC1CCNCC1)c1ccccc1, O=C(CCCCl)c1ccccc1, [K+], [K+], O=C([O-])[O-]. Yields the product O=C(CCCN1CCC(NC(=O)c2ccccc2)CC1)c1ccccc1. As a reaction SMILES: [C:13]([c:14]1[cH:15][cH:16][cH:17][cH:18][cH:19]1)(=[O:20])[NH:21][CH:22]1[CH2:23][CH2:24][NH:25][CH2:26][CH2:27]1.[Cl:1][CH2:2][CH2:3][CH2:4][C:5](=[O:6])[c:7]1[cH:8][cH:9][cH:10][cH:11][cH:12]1.[K+:28].[K+:29].[O-:30][C:31]([O-:32])=[O:33]>>[CH2:2]([CH2:3][CH2:4][C:5](=[O:6])[c:7]1[cH:8][cH:9][cH:10][cH:11][cH:12]1)[N:25]1[CH2:24][CH2:23][CH:22]([NH:21][C:13]([c:14]2[cH:15][cH:16][cH:17][cH:18][cH:19]2)=[O:20])[CH2:27][CH2:26]1. Reaction conditions: temperature 4 celsius, time 1 day. The reactants are BrCCCCCCO[Si](C)(C)C(C)(C)C (6-Bromo-1-(t-butyldimethylsilyloxy)hexane), O1CCCC1 (tetrahydrofuran). Reaction SMILES: Br[CH2:2][CH2:3][CH2:4][CH2:5][CH2:6][CH2:7][O:8][Si:9]([C:12]([CH3:15])([CH3:14])[CH3:13])([CH3:11])[CH3:10].O1CC[CH2:18][CH2:17]1>CS(C)=O>[Si:9]([O:8][CH2:7][CH2:6][CH2:5][CH2:4][CH2:3][CH2:2][C:17]#[CH:18])([C:12]([CH3:15])([CH3:14])[CH3:13])([CH3:11])[CH3:10]. The yield is 73.8%. Procedure details: 6-Bromo-1-(t-butyldimethylsilyloxy)hexane (20 g, 110.42 mmol) was dissolved in dry dimethyl sulfoxide (500 ml) and tetrahydrofuran (50 ml) and cooled to 0° C. under argon atmosphere, to which was added lithium acetylide ethylene diamine complex (28.0 g, 304.74 mmol) and the resulting solution was stirred for 1 day at 4° C. After the reaction was completed, the mixture was poured in ice-water and extracted with ethyl ether. The organic solvent was dried over anhydrous magnesium sulfate and concen... The solvent is CS(=O)C (dimethyl sulfoxide), ice water. Product: [Si](C)(C)(C(C)(C)C)OCCCCCCC#C (8-(t-butyldimethylsilyloxy)-1-octyne). Product: COC=1C=C(C=CC1OC)C1=NNC(C(C2=C1C=C(C(=C2)OC)OC)CC)C (1-(3,4-dimethoxyphenyl)-4-methyl-5-ethyl-7,8-dimethoxy-3,4-dihydro-5H-2,3-benzodiazepine). The reactants are Cl.COC=1C=C(C=CC1OC)C1=NNC(C(C2=C1C=C(C(=C2)OC)OC)CC)C (1-(3,4-dimethoxyphenyl)-4-methyl-5-ethyl-7,8-dimethoxy-3,4-dihydro-5H-2,3-benzodiazepine hydrochloride), C([O-])([O-])=O.[K+].[K+] (potassium carbonate), crystal. As a reaction SMILES: Cl.[CH3:2][O:3][C:4]1[CH:5]=[C:6]([C:12]2[C:18]3[CH:19]=[C:20]([O:25][CH3:26])[C:21]([O:23][CH3:24])=[CH:22][C:17]=3[CH:16]([CH2:27][CH3:28])[CH:15]([CH3:29])[NH:14][N:13]=2)[CH:7]=[CH:8][C:9]=1[O:10][CH3:11].C(=O)([O-])[O-].[K+].[K+]>O>[CH3:2][O:3][C:4]1[CH:5]=[C:6]([C:12]2[C:18]3[CH:19]=[C:20]([O:25][CH3:26])[C:21]([O:23][CH3:24])=[CH:22][C:17]=3[CH:16]([CH2:27][CH3:28])[CH:15]([CH3:29])[NH:14][N:13]=2)[CH:7]=[CH:8][C:9]=1[O:10][CH3:11] |f:0.1,2.3.4|. Reported procedure: To a suspension of 42.1 g (0.1 mole) of 1-(3,4-dimethoxyphenyl)-4-methyl-5-ethyl-7,8-dimethoxy-3,4-dihydro-5H-2,3-benzodiazepine hydrochloride in 400 ml of water (or to a solution of the said compound in hot water), 8 g of potassium carbonate are added in small parts. The desired compound separates in form of crystals containing 1 mole of crystal water. The product is filtered off, washed chloride-free five times with 15 ml of water each and dried. 34 g (85%) of the desired compound are obtained... Solvent: O (water), O (water), O (water). The reactants are C(C)OC(=O)[C@H]1[C@@H](CC(C1)O[Si](C)(C)C(C)(C)C)CO ((1R,2R)-4-(tert-Butyl-dimethyl-silanyloxy)-2-hydroxymethyl-cyclopentanecarboxylic acid ethyl ester), IC (iodomethane). The reagents and catalysts are [Ag]=O (silver oxide). Reaction conditions: time 12 day. The product is C(C)OC(=O)[C@H]1[C@@H](CC(C1)O[Si](C)(C)C(C)(C)C)COC ((1R,2R)-4-(tert-Butyl-dimethyl-silanyloxy)-2-methoxymethyl-cyclopentanecarboxylic acid ethyl ester). Yield: 42.8%. RXN SMILES: [CH2:1]([O:3][C:4]([C@@H:6]1[CH2:10][CH:9]([O:11][Si:12]([C:15]([CH3:18])([CH3:17])[CH3:16])([CH3:14])[CH3:13])[CH2:8][C@H:7]1[CH2:19][OH:20])=[O:5])[CH3:2].I[CH3:22]>[Ag]=O>[CH2:1]([O:3][C:4]([C@@H:6]1[CH2:10][CH:9]([O:11][Si:12]([C:15]([CH3:16])([CH3:18])[CH3:17])([CH3:13])[CH3:14])[CH2:8][C@H:7]1[CH2:19][O:20][CH3:22])=[O:5])[CH3:2]. Reported procedure: To a solution of (1R,2R)-4-(tert-Butyl-dimethyl-silanyloxy)-2-hydroxymethyl-cyclopentanecarboxylic acid ethyl ester (Example 68/69 step 4, epimeric mixture, 509 mg) in iodomethane (24 g) was added silver oxide (3.9 g) in several portions over 8 days. After 12 days at room temperature, the reaction mixture was concentrated in vacuo, diluted with dichloromethane, filtered and concentrated in vacuo. The residue was purified by flash chromatography on silica gel with a gradient of cyclohexane/EtOAc ... Product: O1COC2=C1C=CC(=C2)CN2N=C(C=1CCNCCC21)C2=CC=C(C=C2)Cl (1-Benzo[1,3]dioxol-5-ylmethyl-3-(4-chloro-phenyl)-1,4,5,6,7,8-hexahydro-1,2,6-triaza-azulene). As a reaction SMILES: C(OC([N:8]1[CH2:17][CH2:16][C:15]2[NH:14][N:13]=[C:12]([C:18]3[CH:23]=[CH:22][C:21]([Cl:24])=[CH:20][CH:19]=3)[C:11]=2[CH2:10][CH2:9]1)=O)(C)(C)C.[O:25]1[C:29]2[CH:30]=[CH:31][C:32]([CH2:34]Cl)=[CH:33][C:28]=2[O:27][CH2:26]1.C(OC(N1CCC2C(=C(C3C=CC(Cl)=CC=3)N(CC3C=CC4OCOC=4C=3)N=2)CC1)=O)(C)(C)C>>[O:25]1[C:29]2[CH:30]=[CH:31][C:32]([CH2:34][N:14]3[C:15]4[CH2:16][CH2:17][NH:8][CH2:9][CH2:10][C:11]=4[C:12]([C:18]4[CH:19]=[CH:20][C:21]([Cl:24])=[CH:22][CH:23]=4)=[N:13]3)=[CH:33][C:28]=2[O:27][CH2:26]1. Starting materials: C(C)(C)(C)OC(=O)N1CCC=2C(=NNC2CC1)C1=CC=C(C=C1)Cl (3-(4-chloro-phenyl)-4,5,7,8-tetrahydro-1H-1,2,6-triaza-azulene-6-carboxylic acid tert-butyl ester), O1COC2=C1C=CC(=C2)CCl (benzo[1,3]dioxol-5-ylmethyl chloride), C(C)(C)(C)OC(=O)N1CCC2=C(N(N=C2CC1)CC1=CC2=C(OCO2)C=C1)C1=CC=C(C=C1)Cl (2-benzo[1,3]dioxol-5-ylmethyl-3-(4-chloro-phenyl)-4,5,7,8-tetrahydro-2H-1,2,6-triaza-azulene-6-carboxylic acid tert-butyl ester). Procedure details: The title compound (0.035 g) was prepared from 3-(4-chloro-phenyl)-4,5,7,8-tetrahydro-1H-1,2,6-triaza-azulene-6-carboxylic acid tert-butyl ester (Example 103, Step B; 0.2 mmol) using benzo[1,3]dioxol-5-ylmethyl chloride (0.3 mmol) in place of 2-chloromethyl-thiophene. The reaction sequence also yielded 2-benzo[1,3]dioxol-5-ylmethyl-3-(4-chloro-phenyl)-4,5,7,8-tetrahydro-2H-1,2,6-triaza-azulene-6-carboxylic acid tert-butyl ester in the alkylation step. MS (ESI): exact mass calculated for C21H20Cl... Yield: 45.8%.